From a dataset of the Open Reaction Database (ORD), a public repository of structured organic reaction records. describe an organic reaction: reactants, conditions, products, and yield The product is ClC1=CNC2=NC=CC(=C21)OC2=C(C=C(N)C=C2F)F (4-[(3-Chloro-1H-pyrrolo[2,3-b]pyridin-4-yl)oxy]-3,5-difluoroaniline). The reactants are [OH-].[Na+] (sodium hydroxide), ClC1=CNC2=NC=CC(=C21)OC2=C(C=C(C=C2F)NC(C(F)(F)F)=O)F (N-{4-[(3-chloro-1H-pyrrolo[2,3-b]pyridin-4-yl)oxy]-3,5-difluorophenyl}-2,2,2-trifluoroacetamide). As a reaction SMILES: [OH-].[Na+].[Cl:3][C:4]1[C:12]2[C:7](=[N:8][CH:9]=[CH:10][C:11]=2[O:13][C:14]2[C:19]([F:20])=[CH:18][C:17]([NH:21]C(=O)C(F)(F)F)=[CH:16][C:15]=2[F:28])[NH:6][CH:5]=1>C(O)C>[Cl:3][C:4]1[C:12]2[C:7](=[N:8][CH:9]=[CH:10][C:11]=2[O:13][C:14]2[C:19]([F:20])=[CH:18][C:17]([NH2:21])=[CH:16][C:15]=2[F:28])[NH:6][CH:5]=1 |f:0.1|. The solvent is C(C)O (ethanol). Reported procedure: 3 ml of a 1N sodium hydroxide solution are added to a solution of 90 mg (0.23 mmol) of N-{4-[(3-chloro-1H-pyrrolo[2,3-b]pyridin-4-yl)oxy]-3,5-difluorophenyl}-2,2,2-trifluoroacetamide in ethanol (5 ml). The reaction is stirred overnight. The solution is extracted with tert-butyl methyl ether (two times 10 ml). The combined organic phases are washed with a saturated sodium chloride solution. The organic phase is dried over magnesium sulfate and concentrated. This gives a solid which is not purifie... Run at time 8 hour. The reactants are NCCCC(=O)O (4-Aminobutanoic acid), C[O-].[Na+] (sodium methoxide), ClC=1C=C(C(=C(C1)C(=O)C1=CC=C(C=C1)Cl)O)C ((5-chloro-2-hydroxy-3-methylphenyl)-(4-chlorophenyl)-methanone), C(C)O (ethanol). Run in CO (methanol). The product is ClC=1C=C(C(=C(C1)C(C1=CC=C(C=C1)Cl)=NCCCC(=O)O)O)C (4-{[(5-Chloro-2-hydroxy-3-methylphenyl)-(4-chlorophenyl)-methylene]-amino}-butanoic acid). Reaction SMILES: [NH2:1][CH2:2][CH2:3][CH2:4][C:5]([OH:7])=[O:6].C[O-].[Na+].[Cl:11][C:12]1[CH:13]=[C:14]([CH3:28])[C:15]([OH:27])=[C:16]([C:18]([C:20]2[CH:25]=[CH:24][C:23]([Cl:26])=[CH:22][CH:21]=2)=O)[CH:17]=1.C(O)C>CO>[Cl:11][C:12]1[CH:13]=[C:14]([CH3:28])[C:15]([OH:27])=[C:16]([C:18](=[N:1][CH2:2][CH2:3][CH2:4][C:5]([OH:7])=[O:6])[C:20]2[CH:21]=[CH:22][C:23]([Cl:26])=[CH:24][CH:25]=2)[CH:17]=1 |f:1.2|. Reported procedure: 4-Aminobutanoic acid (2.2 g; 0.0213 mol), sodium methoxide (1.16 g; 0.0213 mol) and (5-chloro-2-hydroxy-3-methylphenyl)-(4-chlorophenyl)-methanone (6 g; 0.0213 mol) are introduced into a mixture of 200 ml of ethanol and 400 ml of methanol, and the resulting mixture is then evaporated to dryness. Ethanol (500 ml) is added to the residue and the mixture is then evaporated to dryness. The latter operation is repeated 4 times. The residue is dissolved in 1 liter of water and the pH is acidified to p... Reactants: O (Water), S(=O)(Cl)Cl (Thionyl chloride), C1(CC1)SC1=CC=C(C(=O)O)C=C1 (4-cyclopropylsulfanyl-benzoic acid), N (ammonia). The solvent is ClCCl (dichloromethane). Conditions: time 1 hour. Product: C1(CC1)SC1=CC=C(C(=O)N)C=C1 (4-Cyclopropylsulfanyl-benzamide). As a reaction SMILES: S(Cl)(Cl)=O.[CH:5]1([S:8][C:9]2[CH:17]=[CH:16][C:12]([C:13](O)=[O:14])=[CH:11][CH:10]=2)[CH2:7][CH2:6]1.[NH3:18].O>ClCCl>[CH:5]1([S:8][C:9]2[CH:17]=[CH:16][C:12]([C:13]([NH2:18])=[O:14])=[CH:11][CH:10]=2)[CH2:7][CH2:6]1. Reported procedure: Thionyl chloride (340 μL, 4.7 mmol) is added to a solution of 4-cyclopropylsulfanyl-benzoic acid (prepared as described in WO07003960, 190 mg, 0.98 mmol) in dichloromethane (1.9 mL), and the mixture is heated at reflux for 30 min. All volatiles are removed under reduced pressure, and the residue is dissolved in chloroform (1.9 mL). Concentrated aqueous ammonia (28%, 770 μL, 9.8 mmol) is added and the mixture is stirred at room temperature for 1 h. Water is added and the phases are separated. The... Starting materials: CC(CC=O)(C(=O)c1ccccc1)c1ccccc1, CC(=O)OB(OC(C)=O)OC(C)=O, COc1ccccc1N1CCNCC1, [H-], [Na+]. Yields the product COc1ccccc1N1CCN(CCC(C)(C(=O)c2ccccc2)c2ccccc2)CC1. RXN SMILES: [C:1]([c:2]1[cH:3][cH:4][cH:5][cH:6][cH:7]1)(=[O:8])[C:9]([CH2:10][CH:11]=[O:12])([CH3:13])[c:14]1[cH:15][cH:16][cH:17][cH:18][cH:19]1.[C:35]([O:36][B:37]([O:38][C:39](=[O:40])[CH3:41])[O:42][C:43](=[O:44])[CH3:45])(=[O:46])[CH3:47].[CH3:20][O:21][c:22]1[c:23]([N:28]2[CH2:29][CH2:30][NH:31][CH2:32][CH2:33]2)[cH:24][cH:25][cH:26][cH:27]1.[H-:34].[Na+:48]>>[C:1]([c:2]1[cH:3][cH:4][cH:5][cH:6][cH:7]1)(=[O:8])[C:9]([CH2:10][CH2:11][N:31]1[CH2:30][CH2:29][N:28]([c:23]2[c:22]([O:21][CH3:20])[cH:27][cH:26][cH:25][cH:24]2)[CH2:33][CH2:32]1)([CH3:13])[c:14]1[cH:15][cH:16][cH:17][cH:18][cH:19]1. Starting materials: O=C([O-])[O-], CN1CCCC1=O, COc1cc2c(Nc3ccc(Cl)cc3F)ncnc2cc1O, ClCCOc1cccnc1, Cl, [K+], [K+], O. Product: COc1cc2c(Nc3ccc(Cl)cc3F)ncnc2cc1OCCOc1cccnc1. RXN SMILES: [C:34](=[O:35])([O-:36])[O-:37].[CH3:40][N:41]1[CH2:42][CH2:43][CH2:44][C:45]1=[O:46].[Cl:1][c:2]1[cH:3][c:4]([F:22])[c:5]([NH:6][c:7]2[n:8][cH:9][n:10][c:11]3[cH:12][c:13]([OH:19])[c:14]([O:17][CH3:18])[cH:15][c:16]23)[cH:20][cH:21]1.[Cl:24][CH2:25][CH2:26][O:27][c:28]1[cH:29][n:30][cH:31][cH:32][cH:33]1.[ClH:23].[K+:38].[K+:39].[OH2:47]>>[Cl:1][c:2]1[cH:3][c:4]([F:22])[c:5]([NH:6][c:7]2[n:8][cH:9][n:10][c:11]3[cH:12][c:13]([O:19][CH2:25][CH2:26][O:27][c:28]4[cH:29][n:30][cH:31][cH:32][cH:33]4)[c:14]([O:17][CH3:18])[cH:15][c:16]23)[cH:20][cH:21]1. The reactants are free base, Cl.ClC1=C(C=CC=C1)N=CC1(CCCC1)O (1-[(o-chlorophenyl)iminomethyl]cyclopentanol hydrochloride), Cl (hydrochloric acid). The solvent is C(C)(C)O (isopropanol), C(C)OCC (diethyl ether). Reaction conditions: time 10 minute. Product: ClC1=C(C=CC=C1)N=CC1(CCCC1)O (1-[(o-chlorophenyl)iminomethyl]cyclopentanol), Cl.ClC1=C(C=CC=C1)N=CC1(CCCC1)O (1-[(o-chlorophenyl)iminomethyl]cyclopentanol hydrochloride). The yield is 100.0%. Reaction SMILES: [ClH:1].[Cl:2][C:3]1[CH:8]=[CH:7][CH:6]=[CH:5][C:4]=1[N:9]=[CH:10][C:11]1([OH:16])[CH2:15][CH2:14][CH2:13][CH2:12]1.Cl>C(O)(C)C.C(OCC)C>[Cl:2][C:3]1[CH:8]=[CH:7][CH:6]=[CH:5][C:4]=1[N:9]=[CH:10][C:11]1([OH:16])[CH2:15][CH2:14][CH2:13][CH2:12]1.[ClH:1].[Cl:2][C:3]1[CH:8]=[CH:7][CH:6]=[CH:5][C:4]=1[N:9]=[CH:10][C:11]1([OH:16])[CH2:15][CH2:14][CH2:13][CH2:12]1 |f:0.1,6.7|. Reported procedure: The 1-[(o-chlorophenyl)iminomethyl]cyclopentanol hydrochloride 3 was prepared by dissolving 20 g (0.089 mol) of the free base of compound 3 in 25 ml of isopropanol and to this solution was added 100 ml of hydrochloric acid (2N) in diethyl ether. The mixture was then stirred for 10 minutes, and the precipitate obtained was filtered, washed by diethyl ether and dried to give a white solid of the hydrochloride of compound 3 (23.14 g, 100%). Starting materials: C1CCOC1, CCOC(=O)c1ccnnc1Cl, Cl, [Li+], [OH-]. Yields the product O=C(O)c1ccnnc1Cl. Reaction SMILES: [CH2:16]1[O:17][CH2:18][CH2:19][CH2:20]1.[CH2:1]([CH3:2])[O:3][C:4](=[O:5])[c:6]1[c:7]([Cl:12])[n:8][n:9][cH:10][cH:11]1.[ClH:15].[Li+:14].[OH-:13]>>[O:3]=[C:4]([OH:5])[c:6]1[c:7]([Cl:12])[n:8][n:9][cH:10][cH:11]1. The reactants are CCOC(=O)c1cnn(C)c1C(=O)O, Nc1ccn2nc(-c3cccc(F)n3)nc2c1. Product: CCOC(=O)c1cnn(C)c1C(=O)Nc1ccn2nc(-c3cccc(F)n3)nc2c1. Reaction SMILES: [CH2:18]([CH3:19])[O:20][C:21](=[O:22])[c:23]1[cH:24][n:25][n:26]([CH3:31])[c:27]1[C:28](=[O:29])[OH:30].[F:1][c:2]1[cH:3][cH:4][cH:5][c:6](-[c:8]2[n:9][n:10]3[c:11]([cH:12][c:13]([NH2:16])[cH:14][cH:15]3)[n:17]2)[n:7]1>>[F:1][c:2]1[cH:3][cH:4][cH:5][c:6](-[c:8]2[n:9][n:10]3[c:11]([cH:12][c:13]([NH:16][C:28]([c:27]4[c:23]([C:21]([O:20][CH2:18][CH3:19])=[O:22])[cH:24][n:25][n:26]4[CH3:31])=[O:29])[cH:14][cH:15]3)[n:17]2)[n:7]1.